The task is: describe an organic reaction: reactants, conditions, products, and yield. This data is from the Open Reaction Database (ORD), a public repository of structured organic reaction records. Reactants: Cl.CNCC1=CC=CC2=CC=CC=C12 (N-methyl-1-naphthalenemethylamine hydrochloride), C1COC(CBr)O1 (bromoacetaldehyde ethylene acetal). Yields the product CN(CC1OCCO1)CC1=CC=CC2=CC=CC=C12 (methylnaphthylmethyl-[1,3]-dioxolan-2-ylmethylamine). As a reaction SMILES: Cl.[CH3:2][NH:3][CH2:4][C:5]1[C:14]2[C:9](=[CH:10][CH:11]=[CH:12][CH:13]=2)[CH:8]=[CH:7][CH:6]=1.[CH2:15]1[O:21][CH:18]([CH2:19]Br)[O:17][CH2:16]1>>[CH3:2][N:3]([CH2:4][C:5]1[C:14]2[C:9](=[CH:10][CH:11]=[CH:12][CH:13]=2)[CH:8]=[CH:7][CH:6]=1)[CH2:19][CH:18]1[O:21][CH2:15][CH2:16][O:17]1 |f:0.1|. Reported procedure: In a similar manner, the reaction of N-methyl-1-naphthalenemethylamine hydrochloride with bromoacetaldehyde ethylene acetal gives methylnaphthylmethyl-[1,3]-dioxolan-2-ylmethylamine.